From a dataset of the Open Reaction Database (ORD), a public repository of structured organic reaction records. describe an organic reaction: reactants, conditions, products, and yield The reactants are CNC1=C(C=CC=C1)NC(=O)C1CCN(CC1)C(=O)OC=1C=NC=CC1 (Pyridin-3-yl 4-({[2-(methylamino)phenyl]amino}carbonyl)piperidine-1-carboxylate). Solvent: C(C)(=O)O (acetic acid). The product is CN1C(=NC2=C1C=CC=C2)C2CCN(CC2)C(=O)OC=2C=NC=CC2 ((pyridin-3-yl) 4-(1-methyl-1H-benzimidazol-2-yl)piperidine-1-carboxylate). Yield: 78.9%. As a reaction SMILES: [CH3:1][NH:2][C:3]1[CH:8]=[CH:7][CH:6]=[CH:5][C:4]=1[NH:9][C:10]([CH:12]1[CH2:17][CH2:16][N:15]([C:18]([O:20][C:21]2[CH:22]=[N:23][CH:24]=[CH:25][CH:26]=2)=[O:19])[CH2:14][CH2:13]1)=O>C(O)(=O)C>[CH3:1][N:2]1[C:3]2[CH:8]=[CH:7][CH:6]=[CH:5][C:4]=2[N:9]=[C:10]1[CH:12]1[CH2:17][CH2:16][N:15]([C:18]([O:20][C:21]2[CH:22]=[N:23][CH:24]=[CH:25][CH:26]=2)=[O:19])[CH2:14][CH2:13]1. Procedure: Pyridin-3-yl 4-({[2-(methylamino)phenyl]amino}carbonyl)piperidine-1-carboxylate (0.41 g) was dissolved in acetic acid (10 ml), followed by heating under reflux for 2 hours. The solvent was evaporated, and the residue was recrystallized from methanol and diethyl ether to obtain (pyridin-3-yl) 4-(1-methyl-1H-benzimidazol-2-yl)piperidine-1-carboxylate (307 mg). The product is O[C@H]1CN(CC1)C1=NC=C(C(=O)NC2=CC=C(C=C2)OC(F)(F)F)C=C1C=1C=NN(C1)C ((R)-6-(3-Hydroxypyrrolidin-1-yl)-5-(1-methyl-1H-pyrazol-4-yl)-N-(4-(trifluoromethoxy)phenyl)nicotinamide). The reagents and catalysts are Cl[Pd]([P](C1=CC=CC=C1)(C2=CC=CC=C2)C3=CC=CC=C3)([P](C4=CC=CC=C4)(C5=CC=CC=C5)C6=CC=CC=C6)Cl (Pd(PPh3)2Cl2). As a reaction SMILES: Br[C:2]1[C:3]([N:22]2[CH2:26][CH2:25][C@@H:24]([OH:27])[CH2:23]2)=[N:4][CH:5]=[C:6]([CH:21]=1)[C:7]([NH:9][C:10]1[CH:15]=[CH:14][C:13]([O:16][C:17]([F:20])([F:19])[F:18])=[CH:12][CH:11]=1)=[O:8].[CH3:28][N:29]1[CH:33]=[C:32](B2OC(C)(C)C(C)(C)O2)[CH:31]=[N:30]1.C([O-])([O-])=O.[Na+].[Na+].COCCOC>Cl[Pd](Cl)([P](C1C=CC=CC=1)(C1C=CC=CC=1)C1C=CC=CC=1)[P](C1C=CC=CC=1)(C1C=CC=CC=1)C1C=CC=CC=1.CCO.O>[OH:27][C@@H:24]1[CH2:25][CH2:26][N:22]([C:3]2[C:2]([C:32]3[CH:31]=[N:30][N:29]([CH3:28])[CH:33]=3)=[CH:21][C:6]([C:7]([NH:9][C:10]3[CH:15]=[CH:14][C:13]([O:16][C:17]([F:20])([F:19])[F:18])=[CH:12][CH:11]=3)=[O:8])=[CH:5][N:4]=2)[CH2:23]1 |f:2.3.4,^1:57,76|. Starting materials: BrC=1C(=NC=C(C(=O)NC2=CC=C(C=C2)OC(F)(F)F)C1)N1C[C@@H](CC1)O ((R)-5-bromo-6-(3-hydroxypyrrolidin-1-yl)-N-(4-(trifluoromethoxy)phenyl)nicotinamide), CN1N=CC(=C1)B1OC(C(O1)(C)C)(C)C (1-methyl-4-(4,4,5,5-tetramethyl-1,3,2-dioxaborolan-2-yl)-1H-pyrazole), C(=O)([O-])[O-].[Na+].[Na+] (Na2CO3), COCCOC (DME), Si-Thiol. The solvent is CCO (EtOH), O (water). Procedure details: A mixture of (R)-5-bromo-6-(3-hydroxypyrrolidin-1-yl)-N-(4-(trifluoromethoxy)phenyl)nicotinamide (Stage 2.2, 60 mg, 0.134 mmol), 1-methyl-4-(4,4,5,5-tetramethyl-1,3,2-dioxaborolan-2-yl)-1H-pyrazole (42 mg, 0.202 mmol), Pd(PPh3)2Cl2 (9.44 mg, 0.013 mmol), Na2CO3 (42.8 mg, 0.403 mmol), DME (570 μL), water (163 μL) and EtOH (81 μL) in a MW vial was sealed, evacuated/purge with argon and subjected to MW irradiation at 120° C. for 10 min. The RM was diluted with THF (1 mL), treated with Si-Thiol (Sil... Starting materials: (n-Pr)4NRuO4, FC1=CC=C(C=C1)CCN(S(=O)(=O)C1=CSC(=C1)C(C(C)C)O)C (5-(1-hydroxy-2-methylpropyl)thiophene-3-sulfonic acid [2-(4-fluorophenyl)ethyl]-methyl-amide), C[N+]1(CCOCC1)[O-] (N-methyl morpholin-N-oxide). The reagents and catalysts are [Ru+3].C(CC)[N+](CCC)(CCC)CCC (tetrapropyl ammonium ruthenium). The solvent is ClCCl (dichloromethane). Run at time 1.5 hour. The product is FC1=CC=C(C=C1)CCN(S(=O)(=O)C1=CSC(=C1)C(C(C)C)=O)C (5-Isobutyrylthiophene-3-sulfonic acid[2-(4-fluorophenyl)ethyl]-methyl-amide). Reaction SMILES: [F:1][C:2]1[CH:7]=[CH:6][C:5]([CH2:8][CH2:9][N:10]([CH3:24])[S:11]([C:14]2[CH:18]=[C:17]([CH:19]([OH:23])[CH:20]([CH3:22])[CH3:21])[S:16][CH:15]=2)(=[O:13])=[O:12])=[CH:4][CH:3]=1.C[N+]1([O-])CCOCC1>ClCCl.[Ru+3].C([N+](CCC)(CCC)CCC)CC>[F:1][C:2]1[CH:7]=[CH:6][C:5]([CH2:8][CH2:9][N:10]([CH3:24])[S:11]([C:14]2[CH:18]=[C:17]([C:19](=[O:23])[CH:20]([CH3:21])[CH3:22])[S:16][CH:15]=2)(=[O:13])=[O:12])=[CH:4][CH:3]=1 |f:3.4|. Procedure: To a solution of 5-(1-hydroxy-2-methylpropyl)thiophene-3-sulfonic acid [2-(4-fluorophenyl)ethyl]-methyl-amide in dichloromethane (2 mL) was added 4 Å molecular sieves (60 mg), N-methyl morpholin-N-oxide (27 mg) and tetrapropyl ammonium ruthenium tetroxide; (n-Pr)4NRuO4 (5 mg). After stirring at room temperature for 1.5 hours, the reaction solution was directly adsorbed onto silica gel, purification by silica gel column chromatography (hexane/ethyl acetate) was carried out, and the title compound... Reactants: C(C)OC(=O)C1=NN(C(=C1C=C)C1=CC=C(C=C1)Cl)C1=C(C=CC=C1)Cl (5-(4-chlorophenyl)-1-(2-chlorophenyl)-4-vinyl-1H-pyrazole-3-carboxylic acid ethyl ester), C[N+]1(CCOCC1)[O-] (N-methylmorpholine-N-oxide), O (water), I(=O)(=O)(=O)[O-].[Na+] (sodium periodate). Reagents/catalysts: [Os](=O)(=O)(=O)=O (osmium tetroxide). Solvent: O1CCOCC1 (dioxane), hexanes, C(C)(=O)OCC (ethyl acetate). Conditions: time 3.5 hour. The product is C(C)OC(=O)C1=NN(C(=C1C=O)C1=CC=C(C=C1)Cl)C1=C(C=CC=C1)Cl (5-(4-Chlorophenyl)-1-(2-chlorophenyl)-4-formyl-1H-pyrazole-3-carboxylic Acid Ethyl Ester). RXN SMILES: [CH2:1]([O:3][C:4]([C:6]1[C:10]([CH:11]=C)=[C:9]([C:13]2[CH:18]=[CH:17][C:16]([Cl:19])=[CH:15][CH:14]=2)[N:8]([C:20]2[CH:25]=[CH:24][CH:23]=[CH:22][C:21]=2[Cl:26])[N:7]=1)=[O:5])[CH3:2].C[N+]1([O-])CC[O:31]CC1.O.I([O-])(=O)(=O)=O.[Na+]>O1CCOCC1.C(OCC)(=O)C.[Os](=O)(=O)(=O)=O>[CH2:1]([O:3][C:4]([C:6]1[C:10]([CH:11]=[O:31])=[C:9]([C:13]2[CH:14]=[CH:15][C:16]([Cl:19])=[CH:17][CH:18]=2)[N:8]([C:20]2[CH:25]=[CH:24][CH:23]=[CH:22][C:21]=2[Cl:26])[N:7]=1)=[O:5])[CH3:2] |f:3.4|. Reported procedure: A solution of 5-(4-chlorophenyl)-1-(2-chlorophenyl)-4-vinyl-1H-pyrazole-3-carboxylic acid ethyl ester I-1b (2.9 g, 7.5 mmol), osmium tetroxide (8 mg, 0.08 mmol) and N-methylmorpholine-N-oxide (1.1 g, 8.2 mmol) in dioxane (24 ml)/water (6 ml) was stirred at ambient temperature for 18 hours, then sodium periodate (16 g, 75 mmol) was added and stirring was continued for 3.5 hours. The thick slurry was diluted with ethyl acetate (100 ml), filtered and solids washed 2× with ethyl acetate. The combine... The reactants are C1CNC1, [Cl-], ClCCl, CN(C)C=O, O=C1CC(c2cccc(-c3ccnc(CO)c3)c2)=Nc2cc(OCC(F)(F)F)c(C(F)(F)F)cc2N1, O=S(Cl)Cl. Yields the product O=C1CC(c2cccc(-c3ccnc(CN4CCC4)c3)c2)=Nc2cc(OCC(F)(F)F)c(C(F)(F)F)cc2N1. RXN SMILES: [CH2:42]1[CH2:43][NH:44][CH2:45]1.[Cl-:41].[Cl:46][CH2:47][Cl:48].[O:49]=[CH:50][N:51]([CH3:52])[CH3:53].[OH:1][CH2:2][c:3]1[n:4][cH:5][cH:6][c:7](-[c:9]2[cH:10][c:11]([C:15]3=[N:16][c:17]4[c:18]([cH:23][c:24]([C:33]([F:34])([F:35])[F:36])[c:25]([O:27][CH2:28][C:29]([F:30])([F:31])[F:32])[cH:26]4)[NH:19][C:20](=[O:22])[CH2:21]3)[cH:12][cH:13][cH:14]2)[cH:8]1.[S:37]([Cl:38])([Cl:39])=[O:40]>>[CH2:2]([c:3]1[n:4][cH:5][cH:6][c:7](-[c:9]2[cH:10][c:11]([C:15]3=[N:16][c:17]4[c:18]([cH:23][c:24]([C:33]([F:34])([F:35])[F:36])[c:25]([O:27][CH2:28][C:29]([F:30])([F:31])[F:32])[cH:26]4)[NH:19][C:20](=[O:22])[CH2:21]3)[cH:12][cH:13][cH:14]2)[cH:8]1)[N:44]1[CH2:43][CH2:42][CH2:45]1. Reactants: O=C([O-])[O-], CCOC(=O)c1c(-c2ccc(OS(=O)(=O)C(F)(F)F)cc2)c(C#N)c(CC)n1C, [K+], [K+], O=C(C=Cc1ccccc1)C=Cc1ccccc1, C1COCCO1, O=C(C=Cc1ccccc1)C=Cc1ccccc1, O=C(C=Cc1ccccc1)C=Cc1ccccc1, O, [Pd], [Pd], c1ccc(P(c2ccccc2)c2ccccc2)cc1, OB(O)c1ccncc1. The product is CCOC(=O)c1c(-c2ccc(-c3ccncc3)cc2)c(C#N)c(CC)n1C. RXN SMILES: [C:58](=[O:59])([O-:60])[O-:61].[CH2:1]([CH3:2])[O:3][C:4](=[O:5])[c:6]1[n:7]([CH3:29])[c:8]([CH2:27][CH3:28])[c:9]([C:25]#[N:26])[c:10]1-[c:11]1[cH:12][cH:13][c:14]([O:17][S:18]([C:19]([F:20])([F:21])[F:22])(=[O:23])=[O:24])[cH:15][cH:16]1.[K+:62].[K+:63].[O:108]=[C:109]([CH:110]=[CH:111][c:112]1[cH:113][cH:114][cH:115][cH:116][cH:117]1)[CH:118]=[CH:119][c:120]1[cH:121][cH:122][cH:123][cH:124][cH:125]1.[O:64]1[CH2:65][CH2:66][O:67][CH2:68][CH2:69]1.[O:72]=[C:73]([CH:74]=[CH:75][c:76]1[cH:77][cH:78][cH:79][cH:80][cH:81]1)[CH:82]=[CH:83][c:84]1[cH:85][cH:86][cH:87][cH:88][cH:89]1.[O:90]=[C:91]([CH:92]=[CH:93][c:94]1[cH:95][cH:96][cH:97][cH:98][cH:99]1)[CH:100]=[CH:101][c:102]1[cH:103][cH:104][cH:105][cH:106][cH:107]1.[OH2:126].[Pd:70].[Pd:71].[c:39]1([P:40]([c:41]2[cH:42][cH:43][cH:44][cH:45][cH:46]2)[c:47]2[cH:48][cH:49][cH:50][cH:51][cH:52]2)[cH:53][cH:54][cH:55][cH:56][cH:57]1.[n:30]1[cH:31][cH:32][c:33]([B:36]([OH:37])[OH:38])[cH:34][cH:35]1>>[CH2:1]([CH3:2])[O:3][C:4](=[O:5])[c:6]1[n:7]([CH3:29])[c:8]([CH2:27][CH3:28])[c:9]([C:25]#[N:26])[c:10]1-[c:11]1[cH:12][cH:13][c:14](-[c:33]2[cH:32][cH:31][n:30][cH:35][cH:34]2)[cH:15][cH:16]1. Starting materials: CCOC(=N)c1ccc(S)c(Br)c1, CCO, O, O=S(=O)(O)O, [Zn]. The product is CCOC(=O)c1ccc(S)c(Br)c1. As a reaction SMILES: [Br:1][c:2]1[cH:3][c:4]([C:9]([O:10][CH2:11][CH3:12])=[NH:13])[cH:5][cH:6][c:7]1[SH:8].[CH3:20][CH2:21][OH:22].[OH2:14].[S:15]([OH:16])(=[O:17])(=[O:18])[OH:19].[Zn:23]>>[Br:1][c:2]1[cH:3][c:4]([C:9]([O:10][CH2:11][CH3:12])=[O:16])[cH:5][cH:6][c:7]1[SH:8].